This data is from the Open Reaction Database (ORD), a public repository of structured organic reaction records. The task is: describe an organic reaction: reactants, conditions, products, and yield The reactants are NC1=NC=C(C=C1C1=CC(=C(C(=O)OC)C=C1)F)Br (methyl 4-(2-amino-5-bromopyridin-3-yl)-2-fluorobenzoate), CN1N=CC(=C1C)B1OC(C(O1)(C)C)(C)C (1,5-dimethyl-4-(4,4,5,5-tetramethyl-1,3,2-dioxaborolan-2-yl)-1H-pyrazole). Yields the product NC1=NC=C(C=C1C1=CC(=C(C(=O)O)C=C1)F)C=1C=NN(C1C)C (4-(2-amino-5-(1,5-dimethyl-1H-pyrazol-4-yl)pyridin-3-yl)-2-fluorobenzoic acid). As a reaction SMILES: [NH2:1][C:2]1[C:7]([C:8]2[CH:17]=[CH:16][C:11]([C:12]([O:14]C)=[O:13])=[C:10]([F:18])[CH:9]=2)=[CH:6][C:5](Br)=[CH:4][N:3]=1.[CH3:20][N:21]1[C:25]([CH3:26])=[C:24](B2OC(C)(C)C(C)(C)O2)[CH:23]=[N:22]1>>[NH2:1][C:2]1[C:7]([C:8]2[CH:17]=[CH:16][C:11]([C:12]([OH:14])=[O:13])=[C:10]([F:18])[CH:9]=2)=[CH:6][C:5]([C:24]2[CH:23]=[N:22][N:21]([CH3:20])[C:25]=2[CH3:26])=[CH:4][N:3]=1. Procedure details: Following Steps 1 and 2 in Scheme 97, using methyl 4-(2-amino-5-bromopyridin-3-yl)-2-fluorobenzoate and 1,5-dimethyl-4-(4,4,5,5-tetramethyl-1,3,2-dioxaborolan-2-yl)-1H-pyrazole, 4-(2-amino-5-(1,5-dimethyl-1H-pyrazol-4-yl)pyridin-3-yl)-2-fluorobenzoic acid was obtained. LCMS (m/z): 327.1 (MH+), 0.45 min. Starting materials: FC1=CC=C(C=C1)C(C1CCNCC1)C1=CC=C(C=C1)F (4-[bis(4-fluorophenyl)methyl]piperidine), ClCCCCCOC1=C(C=C(C=C1)C(C)=O)OC (1-[4-(5-chloropentoxy)-3-methoxyphenyl]ethanone), C([O-])([O-])=O.[K+].[K+] (potassium carbonate), [I-].[K+] (potassium iodide). Run in C(C)(=O)OCC (ethyl acetate), CO.C(C)(=O)OCC (methanol ethyl acetate), C(CCC)O (1-butanol), C(Cl)(Cl)Cl (chloroform). Run at time 24 hour. The product is O.FC1=CC=C(C=C1)C(C1CCN(CC1)CCCCCOC1=C(C=C(C=C1)C(C)=O)OC)C1=CC=C(C=C1)F.FC1=CC=C(C=C1)C(C1=CC=C(C=C1)F)C1CCN(CC1)CCCCCOC1=C(C=C(C=C1)C(C)=O)OC (1-[4-[5-[4-[Bis(4-fluorophenyl)methyl]-1-piperidinyl]pentoxy]-3-methoxyphenyl]ethanone hemihydrate). Isolated yield 36.3%. Reaction SMILES: [F:1][C:2]1[CH:7]=[CH:6][C:5]([CH:8]([C:15]2[CH:20]=[CH:19][C:18]([F:21])=[CH:17][CH:16]=2)[CH:9]2[CH2:14][CH2:13][NH:12][CH2:11][CH2:10]2)=[CH:4][CH:3]=1.Cl[CH2:23][CH2:24][CH2:25][CH2:26][CH2:27][O:28][C:29]1[CH:34]=[CH:33][C:32]([C:35](=[O:37])[CH3:36])=[CH:31][C:30]=1[O:38][CH3:39].C(=O)([O-])[O-].[K+].[K+].[I-].[K+]>C(O)CCC.C(Cl)(Cl)Cl.CO.C(OCC)(=O)C.C(OCC)(=O)C>[OH2:28].[F:21][C:18]1[CH:17]=[CH:16][C:15]([CH:8]([C:5]2[CH:6]=[CH:7][C:2]([F:1])=[CH:3][CH:4]=2)[CH:9]2[CH2:14][CH2:13][N:12]([CH2:23][CH2:24][CH2:25][CH2:26][CH2:27][O:28][C:29]3[CH:34]=[CH:33][C:32]([C:35](=[O:37])[CH3:36])=[CH:31][C:30]=3[O:38][CH3:39])[CH2:11][CH2:10]2)=[CH:20][CH:19]=1.[F:21][C:18]1[CH:17]=[CH:16][C:15]([CH:8]([CH:9]2[CH2:14][CH2:13][N:12]([CH2:23][CH2:24][CH2:25][CH2:26][CH2:27][O:28][C:29]3[CH:34]=[CH:33][C:32]([C:35](=[O:37])[CH3:36])=[CH:31][C:30]=3[O:38][CH3:39])[CH2:11][CH2:10]2)[C:5]2[CH:6]=[CH:7][C:2]([F:1])=[CH:3][CH:4]=2)=[CH:20][CH:19]=1 |f:2.3.4,5.6,9.10,12.13.14|. Reported procedure: A mixture of 6.03 g (0.021 mole) of 4-[bis(4-fluorophenyl)methyl]piperidine, 5.69 g (0.021 mole) of 1-[4-(5-chloropentoxy)-3-methoxyphenyl]ethanone, and potassium carbonate (5.53 g, 0.04 mole) was heated overnight at gentle reflux in 350 ml of 1-butanol containing potassium iodide (0.2 g). The reaction mixture was cooled at room temperature, filtered, and striped to dryness. The residue obtained was dissolved in chloroform and extracted several times with water. The chloroform layer was dried (s... Starting materials: [Al+3], COc1ccccc1, [Cl-], [Cl-], [Cl-], ClCCl, O=C(Cl)c1cccc(S(=O)(=O)Cl)c1, Cl. The product is COc1ccc(C(=O)c2cccc(S(=O)(=O)Cl)c2)cc1. As a reaction SMILES: [Al+3:2].[CH3:18][O:19][c:20]1[cH:21][cH:22][cH:23][cH:24][cH:25]1.[Cl-:1].[Cl-:3].[Cl-:4].[Cl:27][CH2:28][Cl:29].[Cl:5][S:6](=[O:7])(=[O:8])[c:9]1[cH:10][c:11]([C:12](=[O:13])[Cl:14])[cH:15][cH:16][cH:17]1.[ClH:26]>>[Cl:5][S:6](=[O:7])(=[O:8])[c:9]1[cH:10][c:11]([C:12](=[O:13])[c:23]2[cH:22][cH:21][c:20]([O:19][CH3:18])[cH:25][cH:24]2)[cH:15][cH:16][cH:17]1. Reactants: C(C1=CC=CC=C1)OC(=O)NC(C(=O)N[C@H]1C(N(C2=C(CC1)C=CC=C2)CC2=CC=C(C=C2)C2=C(C=CC=C2)CN)=O)(C)C (2-benzyloxycarbonylamino-2-methyl- N-[2,3,4,5-tetrahydro-2-oxo-1-[[2'-(aminomethyl) [1,1'-biphenyl]-4-yl]methyl]-1H-benzazepin-3(R)-yl]propanamide), FC(C(=O)[O-])(F)F (trifluoroacetate), C(CC)N=C=O (1-propyl isocyanate), C40H45 N5O5. Yields the product C(C1=CC=CC=C1)OC(=O)NC(C(=O)N[C@H]1C(N(C2=C(CC1)C=CC=C2)CC2=CC=C(C=C2)C2=C(C=CC=C2)CNC(=O)NCCC)=O)(C)C (2-Benzyloxycarbonylamino-2-methyl- N-[2,3,4,5-tetrahydro-1-[[2'-[[[(1-propylamino)carbonyl]amino]methyl][1,1'-biphenyl]-4-yl]methyl]-2-oxo-1H-benzazepin-3(R)-yl]propanamide). Reaction SMILES: [CH2:1]([O:8][C:9]([NH:11][C:12]([CH3:44])([CH3:43])[C:13]([NH:15][C@@H:16]1[CH2:22][CH2:21][C:20]2[CH:23]=[CH:24][CH:25]=[CH:26][C:19]=2[N:18]([CH2:27][C:28]2[CH:33]=[CH:32][C:31]([C:34]3[CH:39]=[CH:38][CH:37]=[CH:36][C:35]=3[CH2:40][NH2:41])=[CH:30][CH:29]=2)[C:17]1=[O:42])=[O:14])=[O:10])[C:2]1[CH:7]=[CH:6][CH:5]=[CH:4][CH:3]=1.FC(F)(F)C([O-])=O.[CH2:52]([N:55]=[C:56]=[O:57])[CH2:53][CH3:54]>>[CH2:1]([O:8][C:9]([NH:11][C:12]([CH3:44])([CH3:43])[C:13]([NH:15][C@@H:16]1[CH2:22][CH2:21][C:20]2[CH:23]=[CH:24][CH:25]=[CH:26][C:19]=2[N:18]([CH2:27][C:28]2[CH:29]=[CH:30][C:31]([C:34]3[CH:39]=[CH:38][CH:37]=[CH:36][C:35]=3[CH2:40][NH:41][C:56]([NH:55][CH2:52][CH2:53][CH3:54])=[O:57])=[CH:32][CH:33]=2)[C:17]1=[O:42])=[O:14])=[O:10])[C:2]1[CH:7]=[CH:6][CH:5]=[CH:4][CH:3]=1. Reported procedure: Prepared from 2-benzyloxycarbonylamino-2-methyl- N-[2,3,4,5-tetrahydro-2-oxo-1-[[2'-(aminomethyl) [1,1'-biphenyl]-4-yl]methyl]-1H-benzazepin-3(R)-yl]propanamide, trifluoroacetate (Example 36, Step A) and 1-propyl isocyanate according to the procedure described in Example 37, Step A. 1H NMR (200 MHz, CD3OD): δ 0.86 (t, 7.5 Hz, 3H), 1.39 (s, 6H), 1.42 (m, 2H), 1.82 (m, 1H), 2.19-2.55 (m, 3H), 3.01 (t, 7 Hz, 2H), 4.12 (s, 2H), 4.32 (m, 1H), 4.85 (d, 15 Hz, 1H), 5.00 (s, 2H), 5.31 (d, 15 Hz, 1H), 7.... Reagents/catalysts: [Cl-].C(CCC)[N+](CCCC)(CCCC)CCCC (tetra-n-butylammonium chloride). As a reaction SMILES: [F:1][C:2]1[CH:7]=[CH:6][CH:5]=[CH:4][C:3]=1[CH2:8][C:9]#[N:10].[OH-].[Na+].Br[CH:14]([CH3:16])[CH3:15]>[Cl-].C([N+](CCCC)(CCCC)CCCC)CCC>[F:1][C:2]1[CH:7]=[CH:6][CH:5]=[CH:4][C:3]=1[CH:8]([CH:14]([CH3:16])[CH3:15])[C:9]#[N:10] |f:1.2,4.5|. Yield: 71.2%. Reactants: FC1=C(C=CC=C1)CC#N (2-fluorophenylacetonitrile), [OH-].[Na+] (sodium hydroxide), [OH-].[Na+] (sodium hydroxide), BrC(C)C (2-bromopropane). Product: FC1=C(C=CC=C1)C(C#N)C(C)C (2-fluoro-α-(1-methylethyl) benzeneacetonitrile). Procedure details: A mixture of 2-fluorophenylacetonitrile (10.0 g, 74.1 mmoles), 50% aqueous sodium hydroxide (5.2 g), sodium hydroxide (741 mg), tetra-n-butylammonium chloride (3.3 g), and 2-bromopropane (10.0 g, 81.5 mmoles) was stirred rapidly while heating from room temperature to 60-65° . The temperature was increased to 90-95° and so maintained for 1.0 hour. After cooling, the mixture was partitioned between diethyl ether and water. The organic layer was washed with brine, dried over sodium sulfate, filtere... Reactants: CN(C)CC(CC(=O)OCc1ccccc1)NC(=O)CCCOCCCCCc1ccccc1, CN(C)CC(CC(=O)O)NC(=O)CCCCCCCCOc1ccccc1F. The product is CN(C)CC(CC(=O)O)NC(=O)CCCOCCCCCc1ccccc1. As a reaction SMILES: [CH2:1]([c:2]1[cH:3][cH:4][cH:5][cH:6][cH:7]1)[O:8][C:9]([CH2:10][CH:11]([CH2:12][N:13]([CH3:14])[CH3:15])[NH:16][C:17]([CH2:18][CH2:19][CH2:20][O:21][CH2:22][CH2:23][CH2:24][CH2:25][CH2:26][c:27]1[cH:28][cH:29][cH:30][cH:31][cH:32]1)=[O:33])=[O:34].[CH3:35][N:36]([CH3:37])[CH2:38][CH:39]([NH:40][C:41](=[O:42])[CH2:43][CH2:44][CH2:45][CH2:46][CH2:47][CH2:48][CH2:49][CH2:50][O:51][c:52]1[cH:53][cH:54][cH:55][cH:56][c:57]1[F:58])[CH2:59][C:60]([OH:61])=[O:62]>>[O:8]=[C:9]([CH2:10][CH:11]([CH2:12][N:13]([CH3:14])[CH3:15])[NH:16][C:17]([CH2:18][CH2:19][CH2:20][O:21][CH2:22][CH2:23][CH2:24][CH2:25][CH2:26][c:27]1[cH:28][cH:29][cH:30][cH:31][cH:32]1)=[O:33])[OH:34]. Reactants: C(C)(=O)C=1C(OC(=CC1O)C)=O (3-Acetyl-6-methyl-4-hydroxypyran-2-one), S(O)(O)(=O)=O (sulphuric acid). Yields the product CC1=CC(=CC(O1)=O)O (6-methyl-4-hydroxy pyran-2-one). RXN SMILES: C([C:4]1[C:5](=[O:12])[O:6][C:7]([CH3:11])=[CH:8][C:9]=1[OH:10])(=O)C.S(=O)(=O)(O)O>>[CH3:11][C:7]1[O:6][C:5](=[O:12])[CH:4]=[C:9]([OH:10])[CH:8]=1. Procedure details: 3-Acetyl-6-methyl-4-hydroxypyran-2-one may be deacylated by reaction with 90% sulphuric acid at 130° C. to give 6-methyl-4-hydroxy pyran-2-one; The reactants are C(C)N(CC)CC#C (N,N-diethyl propargylamine), FC=1C(=C2/C(/C(NC2=CC1)=O)=C/C1=C(N=CN1)C)I ((Z)-1,3-dihydro-5-fluoro-4-iodo-3-[(4-methyl-1H-imidazol-5-yl)methylene]-2H-indol-2-one), FC=1C(=C2/C(/C(NC2=CC1)=O)=C/C1=C(N=CN1)C)I ((Z)-1,3-dihydro-5-fluoro-4-iodo-3-[(4-methyl-1H-imidazol-5-yl)methylene]-2H-indol-2-one). Reagents/catalysts: C=1C=CC(=CC1)[P](C=2C=CC=CC2)(C=3C=CC=CC3)[Pd]([P](C=4C=CC=CC4)(C=5C=CC=CC5)C=6C=CC=CC6)([P](C=7C=CC=CC7)(C=8C=CC=CC8)C=9C=CC=CC9)[P](C=1C=CC=CC1)(C=1C=CC=CC1)C=1C=CC=CC1 ((Ph3P)4Pd). Solvent: CCN(CC)CC (Et3N), CN(C)C=O (DMF). The product is C(C)N(CC)CC#CC1=C2/C(/C(NC2=CC=C1F)=O)=C/C1=C(N=CN1)C ((Z)-4-[3-(N,N-diethylamino)-1-propynyl]-1,3-dihydro-5-fluoro-3-[(4-methyl-1H-imidazol-5-yl)methylene]-2H-indol-2-one). RXN SMILES: [CH2:1]([N:3]([CH2:6][C:7]#[CH:8])[CH2:4][CH3:5])[CH3:2].[F:9][C:10]1[C:11](I)=[C:12]2[C:16](=[CH:17][CH:18]=1)[NH:15][C:14](=[O:19])/[C:13]/2=[CH:20]\[C:21]1[NH:25][CH:24]=[N:23][C:22]=1[CH3:26]>C1C=CC([P]([Pd]([P](C2C=CC=CC=2)(C2C=CC=CC=2)C2C=CC=CC=2)([P](C2C=CC=CC=2)(C2C=CC=CC=2)C2C=CC=CC=2)[P](C2C=CC=CC=2)(C2C=CC=CC=2)C2C=CC=CC=2)(C2C=CC=CC=2)C2C=CC=CC=2)=CC=1.CN(C=O)C.CCN(CC)CC>[CH2:1]([N:3]([CH2:6][C:7]#[C:8][C:11]1[C:10]([F:9])=[CH:18][CH:17]=[C:16]2[C:12]=1/[C:13](=[CH:20]/[C:21]1[NH:25][CH:24]=[N:23][C:22]=1[CH3:26])/[C:14](=[O:19])[NH:15]2)[CH2:4][CH3:5])[CH3:2] |^1:31,33,52,71|. Procedure details: Using Method C above, N,N-diethyl propargylamine (38 mg, 0.34 mmol) (Aldrich) was coupled with (Z)-1,3-dihydro-5-fluoro-4-iodo-3-[(4-methyl-1H-imidazol-5-yl)methylene]-2H-indol-2-one (Starting Material 3 supra) (50 mg, 0.135 mmol) using (Ph3P)4Pd (16 mg) and Cul (3 mg) as catalyst in DMF (3 mL) and Et3N (3 mL) as solvent at 80° C. for 18 h to give (Z)-4-[3-(N,N-diethylamino)-1-propynyl]-1,3-dihydro-5-fluoro-3-[(4-methyl-1H-imidazol-5-yl)methylene]-2H-indol-2-one. (Yield 20 mg, 42%). Reactants: C(C)(C)(C)OC(=O)N[C@@H](CS)C(=O)O (N-t-butoxycarbonyl-L-cysteine), C1(=CC=C(C=C1)S(=O)(=O)O)C.N[C@@H](CS)C(=O)O (L-cysteine p-toluenesulfonate), C(OC(C)(C)C)(=O)OC(=O)OC(C)(C)C (di-t-butyl pyrocarbonate), C([O-])(O)=O.[Na+] (sodium bicarbonate), [N+](=O)([O-])C=CC1=CSC=C1 (1-nitro-2-(3-thienyl)ethylene), C([O-])(O)=O.[Na+] (sodium bicarbonate). Product: C(C)(C)(C)OC(=O)N[C@@H](CSC(C[N+](=O)[O-])C1=CSC=C1)C(=O)O (N-t-butoxycarbonyl-S-[2-nitro-1-(3-thienyl)ethyl]-L-cysteine). As a reaction SMILES: [C:1]([O:5][C:6]([NH:8][C@H:9]([C:12]([OH:14])=[O:13])[CH2:10][SH:11])=[O:7])([CH3:4])([CH3:3])[CH3:2].C1(C)C=CC(S(O)(=O)=O)=CC=1.N[C@H](C(O)=O)CS.C(OC(OC(C)(C)C)=O)(=O)OC(C)(C)C.C(=O)(O)[O-].[Na+].[N+:53]([CH:56]=[CH:57][C:58]1[CH:62]=[CH:61][S:60][CH:59]=1)([O-:55])=[O:54]>>[C:1]([O:5][C:6]([NH:8][C@H:9]([C:12]([OH:14])=[O:13])[CH2:10][S:11][CH:57]([C:58]1[CH:62]=[CH:61][S:60][CH:59]=1)[CH2:56][N+:53]([O-:55])=[O:54])=[O:7])([CH3:4])([CH3:2])[CH3:3] |f:1.2,4.5|. Reported procedure: N-t-butoxycarbonyl-L-cysteine [prepared from 58.6 g of L-cysteine p-toluenesulfonate, 50 g of di-t-butyl pyrocarbonate and 50 g of sodium bicarbonate in the manner described in Example 63(a)] was treated with 32 g of 1-nitro-2-(3-thienyl)ethylene and 6 g of sodium bicarbonate to give 74.8 g of the title compound as a syrup.